From a dataset of the Open Reaction Database (ORD), a public repository of structured organic reaction records. describe an organic reaction: reactants, conditions, products, and yield Procedure: By treatment of [4-(2,4-dimethylthiazol-5-yl)-pyrimidin-2-yl]-(4-aminophenyl)-amine with chloroacetyl chloride. Mp. 217-219° C. 1H-NMR (DMSO-D6) δ: 2.61 (s, 3H, CH3), 2.64 (s, 3H, CH3), 4.22 (s, 2H, CH2), 7.05 (d, 1H, J=5.4 Hz, pyrimidinyl-H), 7.50 (d, 2H, J=8.8 Hz, Ph-H), 7.70 (d, 2H, J=8.8 Hz, Ph-H), 8.49 (d, 1H, J=4.9 Hz, pyrimidinyl-H), 9.65 (s, 1H, NH), 10.20 (s, 1H, NH). MS (ESI+) m/z 374.47 [M+H]+ (C17H16ClN5OS requires 373.86). The product is ClCC(=O)NC1=CC=C(C=C1)NC1=NC=CC(=N1)C1=C(N=C(S1)C)C (2-Chloro-N-{4-[4-(2,4-dimethyl-thiazol-5-yl)-pyrimidin-2-ylamino]-phenyl}-acetamide). RXN SMILES: [CH3:1][C:2]1[S:3][C:4]([C:8]2[CH:13]=[CH:12][N:11]=[C:10]([NH:14][C:15]3[CH:20]=[CH:19][C:18]([NH2:21])=[CH:17][CH:16]=3)[N:9]=2)=[C:5]([CH3:7])[N:6]=1.[Cl:22][CH2:23][C:24](Cl)=[O:25]>>[Cl:22][CH2:23][C:24]([NH:21][C:18]1[CH:19]=[CH:20][C:15]([NH:14][C:10]2[N:9]=[C:8]([C:4]3[S:3][C:2]([CH3:1])=[N:6][C:5]=3[CH3:7])[CH:13]=[CH:12][N:11]=2)=[CH:16][CH:17]=1)=[O:25]. The reactants are CC=1SC(=C(N1)C)C1=NC(=NC=C1)NC1=CC=C(C=C1)N ([4-(2,4-dimethylthiazol-5-yl)-pyrimidin-2-yl]-(4-aminophenyl)-amine), ClCC(=O)Cl (chloroacetyl chloride). The reactants are COCC1=CC=C(C=C1)C=1C(=NC=CN1)N1CCN(CC1)CCN(S(=O)(=O)C=1C=NN(C1)C)C (1-Methyl-1H-pyrazole-4-sulfonic acid {2-[3′-(4-methoxymethyl-phenyl)-2,3,5,6-tetrahydro-[1,2′]bipyrazinyl-4-yl]-ethyl}-methyl-amide), C([C@H](O)[C@@H](O)C(=O)O)(=O)O (L-tartaric acid). The solvent is CCO (EtOH). Conditions: temperature 20 celsius. Yields the product C(=O)(O)[C@H](O)[C@@H](O)C(=O)O.COCC1=CC=C(C=C1)C=1C(=NC=CN1)N1CCN(CC1)CCN(S(=O)(=O)C=1C=NN(C1)C)C (1-Methyl-1H-pyrazole-4-sulfonic acid {2-[3′-(4-methoxymethyl-phenyl)-2,3,5,6-tetrahydro-[1,2′]bipyrazinyl-4-yl]-ethyl}-methyl-amide L-tartrate), solid. The yield is 92.0%. As a reaction SMILES: [CH3:1][O:2][CH2:3][C:4]1[CH:9]=[CH:8][C:7]([C:10]2[C:11]([N:16]3[CH2:21][CH2:20][N:19]([CH2:22][CH2:23][N:24]([CH3:34])[S:25]([C:28]4[CH:29]=[N:30][N:31]([CH3:33])[CH:32]=4)(=[O:27])=[O:26])[CH2:18][CH2:17]3)=[N:12][CH:13]=[CH:14][N:15]=2)=[CH:6][CH:5]=1.[C:35]([OH:44])(=[O:43])[C@@H:36]([C@H:38]([C:40]([OH:42])=[O:41])[OH:39])[OH:37]>CCO>[C:40]([C@@H:38]([C@H:36]([C:35]([OH:44])=[O:43])[OH:37])[OH:39])([OH:42])=[O:41].[CH3:1][O:2][CH2:3][C:4]1[CH:9]=[CH:8][C:7]([C:10]2[C:11]([N:16]3[CH2:17][CH2:18][N:19]([CH2:22][CH2:23][N:24]([CH3:34])[S:25]([C:28]4[CH:29]=[N:30][N:31]([CH3:33])[CH:32]=4)(=[O:26])=[O:27])[CH2:20][CH2:21]3)=[N:12][CH:13]=[CH:14][N:15]=2)=[CH:6][CH:5]=1 |f:3.4|. Reported procedure: 1-Methyl-1H-pyrazole-4-sulfonic acid {2-[3′-(4-methoxymethyl-phenyl)-2,3,5,6-tetrahydro-[1,2′]bipyrazinyl-4-yl]-ethyl}-methyl-amide (1.0 equivalents) and L-tartaric acid (0.95 equivalents) is suspended in 2B3 EtOH (10 volumes) and heated to at least 75° C. for at least 60 min. The resulting slurry is then cooled to 20° C. over at least 90 min. After granulating at 20° C. for at least 60 min., the resulting solids are filtered and washed with 2B3 EtOH (2×3 volumes). The cake is then dried at 50° ... The reactants are CO, [Cl-], O=[N+]([O-])c1ccc(Oc2cccnc2)c(Cl)c1Oc1cccnc1, [Fe], [NH4+], O. The product is Nc1ccc(Oc2cccnc2)c(Cl)c1Oc1cccnc1. Reaction SMILES: [CH3:27][OH:28].[Cl-:1].[Cl:3][c:4]1[c:5]([O:20][c:21]2[cH:22][n:23][cH:24][cH:25][cH:26]2)[c:6]([N+:17]([O-:18])=[O:19])[cH:7][cH:8][c:9]1[O:10][c:11]1[cH:12][n:13][cH:14][cH:15][cH:16]1.[Fe:30].[NH4+:2].[OH2:29]>>[Cl:3][c:4]1[c:5]([O:20][c:21]2[cH:22][n:23][cH:24][cH:25][cH:26]2)[c:6]([NH2:17])[cH:7][cH:8][c:9]1[O:10][c:11]1[cH:12][n:13][cH:14][cH:15][cH:16]1. Starting materials: Cl (HCl), [N+](=O)([O-])C1=C(C=CC=C1)O (2-nitrophenol), C(=O)([O-])[O-].[K+].[K+] (K2CO3), BrCC1CC1 ((bromomethyl)cyclopropane). Run in CC#N (CH3CN), CCOC(=O)C (EtOAc). Run at temperature 85 celsius. The product is C1(CC1)COC1=C(C=CC=C1)[N+](=O)[O-] (1-(cyclopropylmethoxy)-2-nitrobenzene). Isolated yield 97.0%. Reaction SMILES: [N+:1]([C:4]1[CH:9]=[CH:8][CH:7]=[CH:6][C:5]=1[OH:10])([O-:3])=[O:2].C([O-])([O-])=O.[K+].[K+].Br[CH2:18][CH:19]1[CH2:21][CH2:20]1.Cl>CC#N.CCOC(C)=O>[CH:19]1([CH2:18][O:10][C:5]2[CH:6]=[CH:7][CH:8]=[CH:9][C:4]=2[N+:1]([O-:3])=[O:2])[CH2:21][CH2:20]1 |f:1.2.3|. Reported procedure: A mixture of 2-nitrophenol (1 g, 7.19 mmol), K2CO3 (1.192 g, 8.63 mmol), and (bromomethyl)cyclopropane (0.837 ml, 8.63 mmol) in CH3CN (40 ml) was heated to 85° C. overnight. The mixture was portioned between EtOAc and HCl 1N. The organic phase was dried over Na2SO4 and the solvent was removed. 1-(cyclopropylmethoxy)-2-nitrobenzene was obtained as a crude (1.352 g, 7.00 mmol, 97% yield) and used in the next step without further purification. Starting materials: CN(C)C=O, CNC, ClCCl, Cl, O=[N+]([O-])c1ccc(CCBr)cc1, O. Yields the product CN(C)CCc1ccc([N+](=O)[O-])cc1. Reaction SMILES: [CH3:20][N:21]([CH3:22])[CH:23]=[O:24].[CH3:2][NH:3][CH3:4].[Cl:17][CH2:18][Cl:19].[ClH:1].[N+:5](=[O:6])([O-:7])[c:8]1[cH:9][cH:10][c:11]([CH2:12][CH2:13][Br:14])[cH:15][cH:16]1.[OH2:25]>>[CH3:2][N:3]([CH3:4])[CH2:13][CH2:12][c:11]1[cH:10][cH:9][c:8]([N+:5](=[O:6])[O-:7])[cH:16][cH:15]1. The reactants are COCCc1ccc(N)cc1, CC(C)O, O=C1CCC(=O)N1Cl. The product is COCCc1ccc(N)c(Cl)c1. RXN SMILES: [CH3:1][O:2][CH2:3][CH2:4][c:5]1[cH:6][cH:7][c:8]([NH2:11])[cH:9][cH:10]1.[CH:20]([OH:21])([CH3:22])[CH3:23].[Cl:12][N:13]1[C:14](=[O:15])[CH2:16][CH2:17][C:18]1=[O:19]>>[CH3:1][O:2][CH2:3][CH2:4][c:5]1[cH:6][c:7]([Cl:12])[c:8]([NH2:11])[cH:9][cH:10]1. Reactants: [Cl-], Cl, O, OCCC(=C(c1ccccc1)c1ccccc1)c1ccccc1, Cc1ccc(S(=O)(=O)O)cc1, c1ccncc1. Yields the product Cc1ccc(S(=O)(=O)OCCC(=C(c2ccccc2)c2ccccc2)c2ccccc2)cc1. As a reaction SMILES: [Cl-:24].[ClH:37].[OH2:36].[c:1]1([C:7](=[C:8]([CH2:9][CH2:10][OH:11])[c:12]2[cH:13][cH:14][cH:15][cH:16][cH:17]2)[c:18]2[cH:19][cH:20][cH:21][cH:22][cH:23]2)[cH:2][cH:3][cH:4][cH:5][cH:6]1.[c:25]1([CH3:35])[cH:26][cH:27][c:28]([S:31](=[O:32])(=[O:33])[OH:34])[cH:29][cH:30]1.[cH:38]1[cH:39][cH:40][n:41][cH:42][cH:43]1>>[c:1]1([C:7](=[C:8]([CH2:9][CH2:10][O:11][S:31]([c:28]2[cH:27][cH:26][c:25]([CH3:35])[cH:30][cH:29]2)(=[O:32])=[O:33])[c:12]2[cH:13][cH:14][cH:15][cH:16][cH:17]2)[c:18]2[cH:19][cH:20][cH:21][cH:22][cH:23]2)[cH:2][cH:3][cH:4][cH:5][cH:6]1.